From a dataset of the Open Reaction Database (ORD), a public repository of structured organic reaction records. describe an organic reaction: reactants, conditions, products, and yield Starting materials: Br[C@@H]1[C@H](C[C@@H]2CC[C@H]3[C@@H]4CC[C@H](C(C)=O)[C@]4(C[C@@H]([C@@H]3[C@]2(C1)C)OC(CN(CC)CC)=O)C)O (2β-Bromo-11β-diethylaminoacetoxy-3α-hydroxy-5α-pregnan-20-one), O1CCCC=C1 (dihydropyran), O.C1(=CC=C(C=C1)S(=O)(=O)O)C (p-toluene sulphonic acid monohydrate). Solvent: CO (methanol), C1=CC=CC=C1 (benzene). Run at time 20 minute. The product is C(C)N(CC)CC(=O)O[C@@H]1[C@@H]2[C@]3(C=C[C@H](C[C@@H]3CC[C@H]2[C@@H]2CC[C@H](C(C)=O)[C@]2(C1)C)O)C (11β-Diethylaminoacetoxy-3α-hydroxy-5α-pregn-1-en-20-one). RXN SMILES: Br[C@H:2]1[CH2:21][C@@:20]2([CH3:22])[C@@H:5]([CH2:6][CH2:7][C@@H:8]3[C@@H:19]2[C@@H:18]([O:23][C:24](=[O:31])[CH2:25][N:26]([CH2:29][CH3:30])[CH2:27][CH3:28])[CH2:17][C@@:16]2([CH3:32])[C@H:9]3[CH2:10][CH2:11][C@@H:12]2[C:13](=[O:15])[CH3:14])[CH2:4][C@@H:3]1[OH:33].O1C=CCCC1.O.C1(C)C=CC(S(O)(=O)=O)=CC=1>C1C=CC=CC=1.CO>[CH2:27]([N:26]([CH2:25][C:24]([O:23][C@H:18]1[CH2:17][C@@:16]2([CH3:32])[C@@H:9]([CH2:10][CH2:11][C@@H:12]2[C:13](=[O:15])[CH3:14])[C@H:8]2[C@H:19]1[C@:20]1([CH3:22])[C@@H:5]([CH2:6][CH2:7]2)[CH2:4][C@H:3]([OH:33])[CH:2]=[CH:21]1)=[O:31])[CH2:29][CH3:30])[CH3:28] |f:2.3|. Procedure details: 2β-Bromo-11β-diethylaminoacetoxy-3α-hydroxy-5α-pregnan-20-one (1 g) was stirred and warmed with dihydropyran (2 ml) in benzene (40 ml) containing p-toluene sulphonic acid monohydrate (406 mg) until a clear solution was achieved. After 20 mins, the mixture was washed with excess sodium bicarbonate solution and brine (2x) and dried with magnesium sulphate. Evaporation of the benzene left a gum which was dissolved in N,N-dimethylformamide (25 ml) and stirred at 120° with calcium carbonate (2.5 g) a... The reactants are Brc1ccc2nccc(Oc3ccc(Nc4nnc(-c5ccccc5)c5ccccc45)cc3)c2c1, O=C([O-])[O-], C1COCCO1, CC(N)=O, [K+], [K+], CC(=O)[O-], CC(=O)[O-], [Pd+2]. Product: CC(=O)Nc1ccc2nccc(Oc3ccc(Nc4nnc(-c5ccccc5)c5ccccc45)cc3)c2c1. Reaction SMILES: [Br:7][c:8]1[cH:9][c:10]2[c:11]([O:18][c:19]3[cH:20][cH:21][c:22]([NH:25][c:26]4[n:27][n:28][c:29](-[c:36]5[cH:37][cH:38][cH:39][cH:40][cH:41]5)[c:30]5[cH:31][cH:32][cH:33][cH:34][c:35]45)[cH:23][cH:24]3)[cH:12][cH:13][n:14][c:15]2[cH:16][cH:17]1.[C:46](=[O:47])([O-:48])[O-:49].[CH2:1]1[O:2][CH2:3][CH2:4][O:5][CH2:6]1.[CH3:42][C:43]([NH2:44])=[O:45].[K+:50].[K+:51].[O-:53][C:54]([CH3:55])=[O:56].[O-:57][C:58]([CH3:59])=[O:60].[Pd+2:52]>>[c:8]1([NH:44][C:43]([CH3:42])=[O:45])[cH:9][c:10]2[c:11]([O:18][c:19]3[cH:20][cH:21][c:22]([NH:25][c:26]4[n:27][n:28][c:29](-[c:36]5[cH:37][cH:38][cH:39][cH:40][cH:41]5)[c:30]5[cH:31][cH:32][cH:33][cH:34][c:35]45)[cH:23][cH:24]3)[cH:12][cH:13][n:14][c:15]2[cH:16][cH:17]1. RXN SMILES: [CH:1]([CH3:2])([CH3:3])[O:4][c:5]1[cH:6][cH:7][c:8]([CH2:10][c:11]2[cH:12][cH:13][c:14]([NH2:17])[cH:15][cH:16]2)[s:9]1.[Cl:23][C:24]1=[N:28][CH2:27][CH2:26][NH:25]1.[Cl:29][CH2:30][Cl:31].[S:18]([OH:19])([OH:20])(=[O:21])=[O:22]>>[CH:1]([CH3:2])([CH3:3])[O:4][c:5]1[cH:6][cH:7][c:8]([CH2:10][c:11]2[cH:12][cH:13][c:14]([NH:17][C:24]3=[N:25][CH2:26][CH2:27][NH:28]3)[cH:15][cH:16]2)[s:9]1. Starting materials: CC(C)Oc1ccc(Cc2ccc(N)cc2)s1, ClC1=NCCN1, ClCCl, O=S(=O)(O)O. The product is CC(C)Oc1ccc(Cc2ccc(NC3=NCCN3)cc2)s1. Run in CCO (EtOH). Run at temperature 85 celsius. Reaction SMILES: [Si:1]([O:8][CH2:9][C:10]1[CH:11]=[C:12]([CH:15]=[CH:16][N:17]=1)[C:13]#[N:14])([C:4]([CH3:7])([CH3:6])[CH3:5])([CH3:3])[CH3:2].Cl.[NH2:19][OH:20].C([O-])([O-])=O.[Na+].[Na+]>CCO>[Si:1]([O:8][CH2:9][C:10]1[CH:11]=[C:12]([CH:15]=[CH:16][N:17]=1)[C:13](=[NH:14])[NH:19][OH:20])([C:4]([CH3:7])([CH3:6])[CH3:5])([CH3:3])[CH3:2] |f:1.2,3.4.5|. The yield is 100.0%. Reactants: [Si](C)(C)(C(C)(C)C)OCC=1C=C(C#N)C=CN1 (2-((tert-butyldimethylsilyloxy)methyl)isonicotinonitrile), Cl.NO (hydroxylamine hydrochloride), C(=O)([O-])[O-].[Na+].[Na+] (Na2CO3). The product is [Si](C)(C)(C(C)(C)C)OCC=1C=C(C(NO)=N)C=CN1 (2-((tert-butyldimethylsilyloxy)methyl)-N-hydroxyisonicotinimidamide). Procedure: Prepared using General Procedure 1. To 2-((tert-butyldimethylsilyloxy)methyl)isonicotinonitrile INT-71 (0.169 g, 0.68 mmol) in EtOH (8 mL) was added hydroxylamine hydrochloride (0.142 g, 2.0 mmol) and Na2CO3 (0.216 g, 2.0 mmol) and the reaction mixture was heated at 85° C. for 12 h. Once cooled to room temperature, the reaction mixture was filtered using EtOH to rinse the filter cake. The filtrate was concentrated under reduced pressure and washed with EA and brine. The combined organic layers w... The reactants are C(C)OP(OCC)[O-] (diethylphosphite), C(C)(C)(C)C=1C=C(C=O)C=C(C1O)C(C)(C)C (3,5-di-t-butyl-4-hydroxy benzaldehyde), N1=CC(=CC=C1)CN (3-picolylamine), C([O-])([O-])=O.[K+].[K+] (potassium carbonate). The solvent is C1=CC=CC=C1 (benzene), CO (MeOH). Product: C(C)(C)(C)C=1C=C(C=C(C1O)C(C)(C)C)C1=NC=CC=C1CNCP(OCC)(OCC)=O (Diethyl α-(3,5-di-tert-butyl-4-hydroxyphenyl)-N-(3-picolyl)-aminomethylphosphonate). Isolated yield 66.7%. RXN SMILES: [C:1]([C:5]1[CH:6]=[C:7]([CH:10]=[C:11]([C:14]([CH3:17])([CH3:16])[CH3:15])[C:12]=1[OH:13])[CH:8]=O)([CH3:4])([CH3:3])[CH3:2].[N:18]1[CH:23]=[CH:22][CH:21]=[C:20]([CH2:24][NH2:25])[CH:19]=1.C(=O)([O-])[O-].[K+].[K+].[CH2:32]([O:34][P:35]([O-:39])[O:36][CH2:37][CH3:38])[CH3:33]>C1C=CC=CC=1.CO>[C:1]([C:5]1[CH:6]=[C:7]([C:8]2[C:22]([CH2:23][NH:18][CH2:19][P:35](=[O:39])([O:36][CH2:37][CH3:38])[O:34][CH2:32][CH3:33])=[CH:21][CH:20]=[CH:24][N:25]=2)[CH:10]=[C:11]([C:14]([CH3:17])([CH3:16])[CH3:15])[C:12]=1[OH:13])([CH3:4])([CH3:3])[CH3:2] |f:2.3.4|. Reported procedure: A mixture of 5.0 g (21.4 mmol) of 3,5-di-t-butyl-4-hydroxy benzaldehyde, 2.34 g (21.6 mmol) of 3-picolylamine and 6.0 g (42.8 mmol) anhydrous potassium carbonate in 50 ml benzene was refluxed for one day. The potassium carbonate was filtered and the solvent was evaporated. The residue was heated at 140° C. with 3.0 g (21.6 mmol) of diethylphosphite for 3 h. An amount of 6.6 g of compound was isolated by column chromatography (95/5 CHCl13 /MeOH), which gave 5.9 g (60%) after recrystallization in ... Reactants: [Al+3], C1CCOC1, COc1ccc2c(c1)C(N1CCN(C(=O)Cc3ccc(F)cc3)CC1)CCC2, [H-], [H-], [H-], [H-], [Li+], [Na+], [OH-], O. The product is COc1ccc2c(c1)C(N1CCN(CCc3ccc(F)cc3)CC1)CCC2. RXN SMILES: [Al+3:30].[CH2:38]1[O:39][CH2:40][CH2:41][CH2:42]1.[F:1][c:2]1[cH:3][cH:4][c:5]([CH2:8][C:9](=[O:10])[N:11]2[CH2:12][CH2:13][N:14]([CH:17]3[CH2:18][CH2:19][CH2:20][c:21]4[cH:22][cH:23][c:24]([O:27][CH3:28])[cH:25][c:26]43)[CH2:15][CH2:16]2)[cH:6][cH:7]1.[H-:29].[H-:32].[H-:33].[H-:34].[Li+:31].[Na+:37].[OH-:36].[OH2:35]>>[F:1][c:2]1[cH:3][cH:4][c:5]([CH2:8][CH2:9][N:11]2[CH2:12][CH2:13][N:14]([CH:17]3[CH2:18][CH2:19][CH2:20][c:21]4[cH:22][cH:23][c:24]([O:27][CH3:28])[cH:25][c:26]43)[CH2:15][CH2:16]2)[cH:6][cH:7]1. The reactants are CCCCOc1nc(-c2ccc(F)cc2)c(-c2ccc(S(C)(=O)=O)cc2)cc1CN(C)C, CC(=O)Cl, CCOCC. The product is CCCCOc1nc(-c2ccc(F)cc2)c(-c2ccc(S(C)(=O)=O)cc2)cc1CN(C)C, Cl. RXN SMILES: [CH2:5]([CH2:6][CH2:7][CH3:8])[O:9][c:10]1[n:11][c:12](-[c:30]2[cH:31][cH:32][c:33]([F:36])[cH:34][cH:35]2)[c:13](-[c:20]2[cH:21][cH:22][c:23]([S:26](=[O:27])(=[O:28])[CH3:29])[cH:24][cH:25]2)[cH:14][c:15]1[CH2:16][N:17]([CH3:18])[CH3:19].[CH3:1][C:2]([Cl:3])=[O:4].[CH3:37][CH2:38][O:39][CH2:40][CH3:41]>>[CH2:5]([CH2:6][CH2:7][CH3:8])[O:9][c:10]1[n:11][c:12](-[c:30]2[cH:31][cH:32][c:33]([F:36])[cH:34][cH:35]2)[c:13](-[c:20]2[cH:21][cH:22][c:23]([S:26](=[O:27])(=[O:28])[CH3:29])[cH:24][cH:25]2)[cH:14][c:15]1[CH2:16][N:17]([CH3:18])[CH3:19].[ClH:3]. As a reaction SMILES: O[C:2]([C:5]1[CH:6]=[CH:7][C:8]([S:11]([NH2:14])(=[O:13])=[O:12])=[N:9][CH:10]=1)([CH3:4])[CH3:3]>C(C(O)=O)(F)(F)F>[C:2]([C:5]1[CH:6]=[CH:7][C:8]([S:11]([NH2:14])(=[O:13])=[O:12])=[N:9][CH:10]=1)([CH3:4])=[CH2:3]. Product: C(=C)(C)C=1C=CC(=NC1)S(=O)(=O)N (5-isopropenyl-pyridine-2-sulfonic acid amide). Procedure: A solution of 0.1 g of (5-(1-hydroxy-1-methyl-ethyl))-pyridine-2-sulfonic acid amide in CF3CO2H (2 ml) was refluxed for 20 h. The solvent was then removed in vacuo to give 5-isopropenyl-pyridine-2-sulfonic acid amide as a white solid which was essentially pure. El mass spectrum, m/e 198 (M calculated for C8H10N2O2S: 198). The reactants are OC(C)(C)C=1C=CC(=NC1)S(=O)(=O)N ((5-(1-hydroxy-1-methyl-ethyl))-pyridine-2-sulfonic acid amide). The solvent is C(F)(F)(F)C(=O)O (CF3CO2H). The reactants are amines, C(CC(C)C)N (isoamyl amine), C(C)NC(=O)N[C@@H](CC1=CC=CC=C1)C(=O)O.N[C@@H](C(C)C)C(=O)O.N[C@@H](C)C(=O)O (N-ethylcarbamoyl-phenylalanine valine alanine). The product is C(C)NC(=O)N[C@@H](CC1=CC=CC=C1)C(=O)O.N[C@@H](C(C)C)C(=O)O.C(CC(C)C)NC([C@@H](N)C)=O (N-ethylcarbamoyl-phenylalanine valine alanin-(isoamyl)amide). As a reaction SMILES: [CH2:1]([NH2:6])[CH2:2][CH:3]([CH3:5])[CH3:4].[CH2:7]([NH:9][C:10]([NH:12][C@H:13]([C:21]([OH:23])=[O:22])[CH2:14][C:15]1[CH:20]=[CH:19][CH:18]=[CH:17][CH:16]=1)=[O:11])[CH3:8].[NH2:24][C@H:25]([C:29]([OH:31])=[O:30])[CH:26]([CH3:28])[CH3:27].[NH2:32][C@H:33]([C:35](O)=[O:36])[CH3:34]>>[CH2:7]([NH:9][C:10]([NH:12][C@H:13]([C:21]([OH:23])=[O:22])[CH2:14][C:15]1[CH:20]=[CH:19][CH:18]=[CH:17][CH:16]=1)=[O:11])[CH3:8].[NH2:24][C@H:25]([C:29]([OH:31])=[O:30])[CH:26]([CH3:28])[CH3:27].[CH2:1]([NH:6][C:35](=[O:36])[C@H:33]([CH3:34])[NH2:32])[CH2:2][CH:3]([CH3:5])[CH3:4] |f:1.2.3,4.5.6|. Procedure details: The compound was prepared by the standard resin cleavage procedure for amines of Example 57, Step 1, using isoamyl amine (1.5 mL) and N-ethylcarbamoyl-phenylalanine-valine-alanine-® Pam resin (151 mg, Preparation 5). Purification of the product was effected by using the purification procedure of Example 57, Step 2, affording the product as a white solid. Starting materials: COC1=C(C(=CC=C1)OC)C1CCCC(N1)=O (6-(2,6-dimethoxyphenyl)piperidin-2-one), ClCC1=CC=C(C=C1)OC (1-(chloromethyl)-4-methoxybenzene). Product: COC1=C(C(=CC=C1)OC)C1CCCC(N1CC1=CC=C(C=C1)OC)=O (6-(2,6-dimethoxyphenyl)-1-(4-methoxybenzyl)piperidin-2-one). RXN SMILES: [CH3:1][O:2][C:3]1[CH:8]=[CH:7][CH:6]=[C:5]([O:9][CH3:10])[C:4]=1[CH:11]1[NH:16][C:15](=[O:17])[CH2:14][CH2:13][CH2:12]1.Cl[CH2:19][C:20]1[CH:25]=[CH:24][C:23]([O:26][CH3:27])=[CH:22][CH:21]=1>>[CH3:1][O:2][C:3]1[CH:8]=[CH:7][CH:6]=[C:5]([O:9][CH3:10])[C:4]=1[CH:11]1[N:16]([CH2:19][C:20]2[CH:25]=[CH:24][C:23]([O:26][CH3:27])=[CH:22][CH:21]=2)[C:15](=[O:17])[CH2:14][CH2:13][CH2:12]1. Procedure: Prepared according to the described general procedure 4 (GP4) by reaction of 6-(2,6-dimethoxyphenyl)piperidin-2-one with commercially available 1-(chloromethyl)-4-methoxybenzene. Subsequent purification by preparative HPLC afforded the target compound. LC-MS (conditions E): tR=0.72 min.; [M+H]+: 356.26 g/mol.